Dataset: the Open Reaction Database (ORD), a public repository of structured organic reaction records. Task: describe an organic reaction: reactants, conditions, products, and yield The reactants are C[Si](C)(C)[N-][Si](C)(C)C.[Li+] (Lithium bis(trimethylsilyl)amide), solution, [Si](C1=CC=CC=C1)(C1=CC=CC=C1)(C(C)(C)C)OC[C@H](CC)N1C(CC[C@@H]([C@H]1C1=CC=C(C=C1)Cl)C1=CC(=CC=C1)Cl)=O ((5R,6S)-1-((S)-1-(tert-butyldiphenylsilyloxy)butan-2-yl)-5-(3-chlorophenyl)-6-(4-chlorophenyl)piperidin-2-one), BrCC=C (3-bromopropene), [Li+].CC(C)[N-]C(C)C (LDA), ClCOCC[Si](C)(C)C (2-(chloromethoxy)ethyltrimethylsilane). Solvent: C1(=CC=CC=C1)C (toluene), C1CCOC1 (THF), CCOC(=O)C (EtOAc). Conditions: temperature 0 celsius, time 2 hour. Product: C(C=C)[C@@]1(C(N([C@@H]([C@H](C1)C1=CC(=CC=C1)Cl)C1=CC=C(C=C1)Cl)[C@H](CO[Si](C1=CC=CC=C1)(C1=CC=CC=C1)C(C)(C)C)CC)=O)COCC[Si](C)(C)C ((3S,5R,6S)-3-allyl-1-((S)-1-(tert-butyldiphenylsilyloxy)butan-2-yl)-5-(3-chlorophenyl)-6-(4-chlorophenyl)-3-((2-(trimethylsilyl)ethoxy)methyl)piperidin-2-one). As a reaction SMILES: C[Si]([N-][Si](C)(C)C)(C)C.[Li+].[Si:11]([O:28][CH2:29][C@@H:30]([N:33]1[C@H:38]([C:39]2[CH:44]=[CH:43][C:42]([Cl:45])=[CH:41][CH:40]=2)[C@@H:37]([C:46]2[CH:51]=[CH:50][CH:49]=[C:48]([Cl:52])[CH:47]=2)[CH2:36][CH2:35][C:34]1=[O:53])[CH2:31][CH3:32])([C:24]([CH3:27])([CH3:26])[CH3:25])([C:18]1[CH:23]=[CH:22][CH:21]=[CH:20][CH:19]=1)[C:12]1[CH:17]=[CH:16][CH:15]=[CH:14][CH:13]=1.Br[CH2:55][CH:56]=[CH2:57].[Li+].CC([N-]C(C)C)C.Cl[CH2:67][O:68][CH2:69][CH2:70][Si:71]([CH3:74])([CH3:73])[CH3:72]>C1(C)C=CC=CC=1.C1COCC1.CCOC(C)=O>[CH2:55]([C@@:35]1([CH2:67][O:68][CH2:69][CH2:70][Si:71]([CH3:74])([CH3:73])[CH3:72])[CH2:36][C@H:37]([C:46]2[CH:51]=[CH:50][CH:49]=[C:48]([Cl:52])[CH:47]=2)[C@@H:38]([C:39]2[CH:40]=[CH:41][C:42]([Cl:45])=[CH:43][CH:44]=2)[N:33]([C@@H:30]([CH2:31][CH3:32])[CH2:29][O:28][Si:11]([C:24]([CH3:27])([CH3:26])[CH3:25])([C:12]2[CH:17]=[CH:16][CH:15]=[CH:14][CH:13]=2)[C:18]2[CH:23]=[CH:22][CH:21]=[CH:20][CH:19]=2)[C:34]1=[O:53])[CH:56]=[CH2:57] |f:0.1,4.5|. Procedure details: Lithium bis(trimethylsilyl)amide, (1M solution in toluene, 4.76 mL, 4.76 mmol) was added to a solution of (5R,6S)-1-((S)-1-(tert-butyldiphenylsilyloxy)butan-2-yl)-5-(3-chlorophenyl)-6-(4-chlorophenyl)piperidin-2-one (Example 185, Step C, 2.0 g, 3.17 mmol) and 3-bromopropene (0.274 mL, 3.17 mmol) in THF at −78° C. The reaction was warmed to 0° C. and stirred for 2 hours. After recooling to −78° C., a solution of LDA (7.93 mmol in THF) followed by 2-(chloromethoxy)ethyltrimethylsilane (0.842 mL, 4... The reactants are FC1=C(C#N)C=C(C=C1F)F (2,3,5-trifluorobenzonitrile), N (ammonia). The solvent is C(C)O (ethanol). Run at temperature 120 celsius. Yields the product NC1=C(C#N)C=C(C=C1F)F (2-Amino-3,5-difluorobenzonitrile). Yield: 15.0%. As a reaction SMILES: F[C:2]1[C:9]([F:10])=[CH:8][C:7]([F:11])=[CH:6][C:3]=1[C:4]#[N:5].[NH3:12]>C(O)C>[NH2:12][C:2]1[C:9]([F:10])=[CH:8][C:7]([F:11])=[CH:6][C:3]=1[C:4]#[N:5]. Procedure: A mixture of 2,3,5-trifluorobenzonitrile (25.0 g, 159 mmol) and ethanol (300 ml) pre-saturated with ammonia gas was heated at 120° C. in an autoclave for 8 h. The mixture was allowed to cool to ambient temperature and evaporated to dryness. The residue was partitioned between water (1 l) and ethyl acetate (1 l). The organic layer was dried over anhydrous magnesium sulfate, filtered and evaporated. The residue was purified by flash chromatography (silica gel, CH2Cl2) to afford 3.7 g (15%) of the ...